Dataset: the Open Reaction Database (ORD), a public repository of structured organic reaction records. Task: describe an organic reaction: reactants, conditions, products, and yield Starting materials: CC(C)C(=O)Cl, O, O=C(c1ccccc1)c1ccc(O)cc1, c1ccncc1. Yields the product CC(C)C(=O)Oc1ccc(C(=O)c2ccccc2)cc1. As a reaction SMILES: [C:16]([CH:17]([CH3:18])[CH3:19])(=[O:20])[Cl:21].[OH2:22].[OH:1][c:2]1[cH:3][cH:4][c:5]([C:6](=[O:7])[c:8]2[cH:9][cH:10][cH:11][cH:12][cH:13]2)[cH:14][cH:15]1.[cH:23]1[cH:24][cH:25][n:26][cH:27][cH:28]1>>[O:1]([c:2]1[cH:3][cH:4][c:5]([C:6](=[O:7])[c:8]2[cH:9][cH:10][cH:11][cH:12][cH:13]2)[cH:14][cH:15]1)[C:16]([CH:17]([CH3:18])[CH3:19])=[O:20].